This data is from the Open Reaction Database (ORD), a public repository of structured organic reaction records. The task is: describe an organic reaction: reactants, conditions, products, and yield Reactants: ONC(C1=CC(=CC=C1)C)=O (N-hydroxy-3-methyl-benzamide), ClC1=CC=C(CN(C2=C(C(=O)NO)C=CC=C2C)S(=O)(=O)C=2SC(=CC2)C2=NC=CC=C2)C=C1 (2-[(4-Chloro-benzyl)-(5-pyridin-2-yl-thiophene-2-sulfonyl)-amino]-N-hydroxy-3-methyl-benzamide), CC=1C=C(CO)C=CC1C (3,4 dimethylbenzyl alcohol), C1(=CC=CC=C1)P(C1=CC=CC=C1)C1=CC=CC=C1 (triphenylphosphine), N(=NC(=O)OCC)C(=O)OCC (diethyl azodicarboxylate), resultant mixture. Solvent: C1CCOC1 (THF), C1CCOC1 (THF). Run at time 1 hour. Yields the product CC=1C=C(CN(C2=C(C(=O)NO)C=CC=C2C)S(=O)(=O)C=2SC(=CC2)C2=NC=CC=C2)C=CC1C (2-[(3,4-Dimethyl-benzyl)-(5-pyridin-2-yl-thiophene-2-sulfonyl)-amino]-N-hydroxy-3-methyl-benzamide). RXN SMILES: [OH:1][NH:2][C:3](=[O:11])[C:4]1[CH:9]=[CH:8][CH:7]=[C:6]([CH3:10])[CH:5]=1.Cl[C:13]1[CH:45]=[CH:44][C:16]([CH2:17][N:18]([S:30]([C:33]2[S:34][C:35]([C:38]3[CH:43]=[CH:42][CH:41]=[CH:40][N:39]=3)=[CH:36][CH:37]=2)(=[O:32])=[O:31])C2C(C)=CC=CC=2C(NO)=O)=CC=1.[CH3:46][C:47]1C=C(C=[CH:53][C:54]=1C)CO.C1(P(C2C=CC=CC=2)C2C=CC=CC=2)C=CC=CC=1.N(C(OCC)=O)=NC(OCC)=O>C1COCC1>[CH3:13][C:45]1[CH:44]=[C:16]([CH:46]=[CH:47][C:54]=1[CH3:53])[CH2:17][N:18]([S:30]([C:33]1[S:34][C:35]([C:38]2[CH:43]=[CH:42][CH:41]=[CH:40][N:39]=2)=[CH:36][CH:37]=1)(=[O:31])=[O:32])[C:5]1[C:6]([CH3:10])=[CH:7][CH:8]=[CH:9][C:4]=1[C:3]([NH:2][OH:1])=[O:11]. Reported procedure: To a suspension of (5-pyridin-2-yl-thiophene-2-sulfonyl)-amino]-N-hydroxy-3-methyl-benzamide on Wang resin, the product of Example 407 (100 mg, 0.84 mmol/g), in a solution of 3,4 dimethylbenzyl alcohol (0.485 mmol) in THF (1 mL) was added a solution of triphenylphosphine (0.485 mmol) and diethyl azodicarboxylate (0.485 mmol) in THF (1.24 mL). The resultant mixture was shaken for 4 h at room temperature. The resin was filtered, washed with THF (4×3 mL) and dichloromethane (4×3 mL), and dried unde...